Task: describe an organic reaction: reactants, conditions, products, and yield. Dataset: the Open Reaction Database (ORD), a public repository of structured organic reaction records The reactants are FC(C1=CC=C(OC2=CC=C(O[C@@H](C(=O)O)C)C=C2)C=C1)(F)F ((R)-2-[4-(4-trifluoromethylphenoxy)phenoxy]propionic acid), C(C(=O)Cl)(=O)Cl (oxalyl chloride), acid chloride, [Na] (sodium), C(CC(=O)C)(=O)OCC (ethyl acetoacetate), FC(C1=CC=C(OC2=CC=C(O[C@@H](C(=O)Cl)C)C=C2)C=C1)(F)F ((R)-2-[4-(4-trifluoromethylphenoxy)phenoxy]propionic acid chloride). Reagents/catalysts: CN(C)C=O (DMF). Solvent: CCOCC (ether). The product is C(C)(=O)[C@@H](C(=O)OCC)C(C(C)OC1=CC=C(C=C1)OC1=CC=C(C=C1)C(F)(F)F)=O (ethyl (R)-2-acetyl-4-[4-(4-trifluoromethylphenoxy)phenoxy]-3-oxopentanoate), XVIII. Reaction SMILES: [F:1][C:2]([F:23])([F:22])[C:3]1[CH:21]=[CH:20][C:6]([O:7][C:8]2[CH:19]=[CH:18][C:11]([O:12][C@H:13]([CH3:17])[C:14](Cl)=[O:15])=[CH:10][CH:9]=2)=[CH:5][CH:4]=1.FC(F)(F)C1C=CC(OC2C=CC(O[C@H](C)C(O)=O)=CC=2)=CC=1.C(Cl)(=O)C(Cl)=O.[Na].[C:54]([O:60][CH2:61][CH3:62])(=[O:59])[CH2:55][C:56]([CH3:58])=[O:57]>CCOCC.CN(C=O)C>[C:56]([C@H:55]([C:14](=[O:15])[CH:13]([O:12][C:11]1[CH:18]=[CH:19][C:8]([O:7][C:6]2[CH:20]=[CH:21][C:3]([C:2]([F:23])([F:22])[F:1])=[CH:4][CH:5]=2)=[CH:9][CH:10]=1)[CH3:17])[C:54]([O:60][CH2:61][CH3:62])=[O:59])(=[O:57])[CH3:58] |^1:52|. Procedure: Following the procedure of Example 12, (R)-2-[4-(4-trifluoromethylphenoxy)phenoxy]propionic acid chloride is prepared from (R)-2-[4-(4-trifluoromethylphenoxy)phenoxy]propionic acid (1.0 g, 3.06 mmol) and oxalyl chloride (0.6 ml) in ether (10 ml) and DMF (2 drops). The acid chloride is then reacted with the sodium salt of ethyl acetoacetate (0.084 g of sodium and 0.480 g of ethyl acetoacetate) to give ethyl (R)-2-acetyl-4-[4-(4-trifluoromethylphenoxy)phenoxy]-3-oxopentanoate (XVIII; Q1 is CH, Y i... Reaction SMILES: [C:24](#[N:25])[c:26]1[cH:27][cH:28][c:29]([CH:32]2[CH2:33][CH2:34][CH:35]([CH2:38][CH:39]=[O:40])[CH2:36][CH2:37]2)[cH:30][cH:31]1.[CH3:2][O:3][CH2:4][P+:5]([c:6]1[cH:7][cH:8][cH:9][cH:10][cH:11]1)([c:12]1[cH:13][cH:14][cH:15][cH:16][cH:17]1)[c:18]1[cH:19][cH:20][cH:21][cH:22][cH:23]1.[CH3:42][O:43][C:44]([CH3:45])([CH3:46])[CH3:47].[Cl-:1].[OH2:41]>>[CH3:2][O:3][CH:4]=[CH:39][CH2:38][CH:35]1[CH2:34][CH2:33][CH:32]([c:29]2[cH:28][cH:27][c:26]([C:24]#[N:25])[cH:31][cH:30]2)[CH2:37][CH2:36]1. Product: COC=CCC1CCC(c2ccc(C#N)cc2)CC1. Starting materials: N#Cc1ccc(C2CCC(CC=O)CC2)cc1, COC[P+](c1ccccc1)(c1ccccc1)c1ccccc1, COC(C)(C)C, [Cl-], O.